This data is from the Open Reaction Database (ORD), a public repository of structured organic reaction records. The task is: describe an organic reaction: reactants, conditions, products, and yield Solvent: C1CCOC1 (THF). Run at temperature 70 celsius, time 8 hour. Product: CC1=C(C(=CC(=C1)OC(C)C1=CC=C(S1)C(=O)O)C)C1=CC=C(C=C1)C(F)(F)F ((±)-5-[1-(2,6-dimethyl-4′-trifluoromethyl-biphenyl-4-yloxy)-ethyl]-thiophene-2-carboxylic acid). RXN SMILES: C([O:3][C:4]([C:6]1[S:7][C:8]([CH:11]([O:13][C:14]2[CH:19]=[C:18]([CH3:20])[C:17]([C:21]3[CH:26]=[CH:25][C:24]([C:27]([F:30])([F:29])[F:28])=[CH:23][CH:22]=3)=[C:16]([CH3:31])[CH:15]=2)[CH3:12])=[CH:9][CH:10]=1)=[O:5])C.[OH-].[Li+].Cl>C1COCC1>[CH3:20][C:18]1[CH:19]=[C:14]([O:13][CH:11]([C:8]2[S:7][C:6]([C:4]([OH:5])=[O:3])=[CH:10][CH:9]=2)[CH3:12])[CH:15]=[C:16]([CH3:31])[C:17]=1[C:21]1[CH:22]=[CH:23][C:24]([C:27]([F:28])([F:29])[F:30])=[CH:25][CH:26]=1 |f:1.2|. The yield is 92.5%. Reactants: [OH-].[Li+] (lithium hydroxide), C(C)OC(=O)C=1SC(=CC1)C(C)OC1=CC(=C(C(=C1)C)C1=CC=C(C=C1)C(F)(F)F)C ((±)-5-[1-(2,6-dimethyl-4′-trifluoromethyl-biphenyl-4-yloxy)-ethyl]-thiophene-2-carboxylic acid ethyl ester), Cl (HCl). Procedure details: To a mixture of (±)-5-[1-(2,6-dimethyl-4′-trifluoromethyl-biphenyl-4-yloxy)-ethyl]-thiophene-2-carboxylic acid ethyl ester (0.636 g, 1.42 mmol) in THF (14 mL) is added lithium hydroxide (1N aqueous, 14 mL). The mixture is warmed to 70° C. and stirred overnight. The reaction mixture is acidified with 1N HCl (15 mL), extracted into ethyl acetate (3×25 mL), dried over MgSO4, and concentrated, to provide (±)-5-[1-(2,6-dimethyl-4′-trifluoromethyl-biphenyl-4-yloxy)-ethyl]-thiophene-2-carboxylic acid (... Starting materials: C(C)(C)(C)OC(C(CS(CCNC(=O)OCC1=CC=CC=C1)(=O)=O)NC(=O)OC(C)(C)C)=O (t-Butyl-6-benzyloxycarbonylamino-2-t-butoxycarbonylamino-4,4-dioxo-4-thiahexanoate). Reagents/catalysts: [Pd] (Pd/C). Run in C(=O)O.CO (formic acid methanol), C(=O)O.CO (formic acid methanol). Conditions: temperature 0 celsius, time 1 hour. Product: C(=O)O.C(C)(C)(C)OC(C(CS(CCN)(=O)=O)NC(=O)OC(C)(C)C)=O (t-Butyl-6-amino-2-t-butoxycarbonylamino-4,4-dioxo-4-thiahexanoate formate). The yield is 178.3%. As a reaction SMILES: [C:1]([O:5][C:6](=[O:33])[CH:7]([NH:25][C:26]([O:28][C:29]([CH3:32])([CH3:31])[CH3:30])=[O:27])[CH2:8][S:9](=[O:24])(=[O:23])[CH2:10][CH2:11][NH:12]C(OCC1C=CC=CC=1)=O)([CH3:4])([CH3:3])[CH3:2]>C(O)=O.CO.[Pd]>[CH:6]([OH:33])=[O:5].[C:1]([O:5][C:6](=[O:33])[CH:7]([NH:25][C:26]([O:28][C:29]([CH3:32])([CH3:31])[CH3:30])=[O:27])[CH2:8][S:9](=[O:23])(=[O:24])[CH2:10][CH2:11][NH2:12])([CH3:3])([CH3:4])[CH3:2] |f:1.2,4.5|. Procedure: t-Butyl-6-benzyloxycarbonylamino-2-t-butoxycarbonylamino-4,4-dioxo-4-thiahexanoate 152 mg) dissolved in 5% formic acid/methanol (8 ml) was added dropwise to a stirred suspension of 10% Pd/C in 5% formic acid/methanol (2 ml) at 0° C. The reaction mixture was stirred at 0° C. for 1 h then at room temperature for 1-2 h. The reaction mixture was filtered through hyflo, and the catalyst washed with methanol (25 ml) and water (25 ml). The filtrate was concentrated to one quarter volume in vacuo and di... Product: C1(=CC=CC=C1)C(N1N=NC(=C1)CCO)(C1=CC=CC=C1)C1=CC=CC=C1 (2-(1-Triphenylmethyl-1,2,3-triazol-4-yl)ethanol). Procedure: In toluene (90 ml) were dissolved triphenylmethyl azide (8.23 g) and 3-butyn-1-ol (2.2 ml). The solution was heated for 60 hours under reflux. The reaction mixture was concentrated under reduced pressure. The concentrate was purified by means of a column chromatography (carrier: silica gel, 150 g, developing solvent: ethyl acetate). The resulting crystalline product was washed with isopropyl ether to give the title compound (3.06 g). RXN SMILES: [C:1]1([C:7]([N:20]=[N+:21]=[N-:22])([C:14]2[CH:19]=[CH:18][CH:17]=[CH:16][CH:15]=2)[C:8]2[CH:13]=[CH:12][CH:11]=[CH:10][CH:9]=2)[CH:6]=[CH:5][CH:4]=[CH:3][CH:2]=1.[CH2:23]([OH:27])[CH2:24][C:25]#[CH:26]>C1(C)C=CC=CC=1>[C:1]1([C:7]([C:8]2[CH:13]=[CH:12][CH:11]=[CH:10][CH:9]=2)([C:14]2[CH:15]=[CH:16][CH:17]=[CH:18][CH:19]=2)[N:20]2[CH:26]=[C:25]([CH2:24][CH2:23][OH:27])[N:22]=[N:21]2)[CH:2]=[CH:3][CH:4]=[CH:5][CH:6]=1. Reactants: C1(=CC=CC=C1)C(C1=CC=CC=C1)(C1=CC=CC=C1)N=[N+]=[N-] (triphenylmethyl azide), C(CC#C)O (3-butyn-1-ol). Run in C1(=CC=CC=C1)C (toluene). The reactants are C(C=C)Br (Allyl bromide), CC(C)(C)[O-].[K+] (t-BuOK), C1CCOC1 (THF), COCCOCCOCCOCCO (Tetraethyleneglycol monomethyl ether). Solvent: O (water). Reaction conditions: temperature 0 celsius, time 1 hour. Yields the product COCCOCCOCCOCCOCC=C (2,5,8,11,14-Pentaoxaheptadec-16-ene). The yield is 47.0%. As a reaction SMILES: CC([O-])(C)C.[K+].C1COCC1.[CH3:12][O:13][CH2:14][CH2:15][O:16][CH2:17][CH2:18][O:19][CH2:20][CH2:21][O:22][CH2:23][CH2:24][OH:25].[CH2:26](Br)[CH:27]=[CH2:28]>O>[CH3:12][O:13][CH2:14][CH2:15][O:16][CH2:17][CH2:18][O:19][CH2:20][CH2:21][O:22][CH2:23][CH2:24][O:25][CH2:26][CH:27]=[CH2:28] |f:0.1|. Procedure details: An oven-dried 100 mL round bottom flask was charged with t-BuOK (13 mmol), dry THF (30 mL), purged with argon and cooled to 0° C. in an ice bath. Tetraethyleneglycol monomethyl ether (10 mmol) was then added dropwise to the solution and the reaction stirred at 0° C. for 1 h under argon. Allyl bromide (13 mmol) was added dropwise, and the solution was warmed to R.T. and allowed to stir for 24 h under argon. Deionized water (2 mL) was then added and the reaction stirred for 10 min. All liquid were... Product: CC(=O)C(=Cc1ccc(F)c2c(=O)cc(C)oc12)C(C)=O. The reactants are C1CCNCC1, CC(=O)CC(C)=O, CC(=O)O, ClCCl, Cc1cc(=O)c2c(F)ccc(C=O)c2o1, Cc1ccc(S(=O)(=O)[O-])cc1, c1cc[nH+]cc1. Reaction SMILES: [CH2:27]1[CH2:28][CH2:29][NH:30][CH2:31][CH2:32]1.[CH3:16][C:17]([CH2:18][C:19]([CH3:20])=[O:21])=[O:22].[CH3:23][C:24](=[O:25])[OH:26].[Cl:50][CH2:51][Cl:52].[F:1][c:2]1[c:3]2[c:4](=[O:15])[cH:5][c:6]([CH3:14])[o:7][c:8]2[c:9]([CH:12]=[O:13])[cH:10][cH:11]1.[c:33]1([CH3:34])[cH:35][cH:36][c:37]([S:38]([O-:39])(=[O:40])=[O:41])[cH:42][cH:43]1.[nH+:44]1[cH:45][cH:46][cH:47][cH:48][cH:49]1>>[F:1][c:2]1[c:3]2[c:4](=[O:15])[cH:5][c:6]([CH3:14])[o:7][c:8]2[c:9]([CH:12]=[C:18]([C:17]([CH3:16])=[O:22])[C:19]([CH3:20])=[O:21])[cH:10][cH:11]1. The reactants are C(C1=CC=CC=C1)N1C[C@H]2CC=CC[C@]2(C1)CC1=CC=CC=C1 (cis-2,3a-dibenzyl-3a,4,7,7a-tetrahydroisoindoline). Reagents/catalysts: [Pt]=O (platinum oxide). Run in CO (methanol). Reaction conditions: time 1 hour. Product: C(C1=CC=CC=C1)N1C[C@H]2CCCC[C@]2(C1)CC1=CC=CC=C1 (cis-2,3a-Dibenzylhexahydroisoindoline). Yield: 103.3%. As a reaction SMILES: [CH2:1]([N:8]1[CH2:16][C@@:15]2([CH2:17][C:18]3[CH:23]=[CH:22][CH:21]=[CH:20][CH:19]=3)[C@H:10]([CH2:11][CH:12]=[CH:13][CH2:14]2)[CH2:9]1)[C:2]1[CH:7]=[CH:6][CH:5]=[CH:4][CH:3]=1>[Pt]=O.CO>[CH2:1]([N:8]1[CH2:16][C@@:15]2([CH2:17][C:18]3[CH:23]=[CH:22][CH:21]=[CH:20][CH:19]=3)[C@H:10]([CH2:11][CH2:12][CH2:13][CH2:14]2)[CH2:9]1)[C:2]1[CH:3]=[CH:4][CH:5]=[CH:6][CH:7]=1. Reported procedure: A mixture of 0.46 g (1.3 mmoles) of cis-2,3a-dibenzyl-3a,4,7,7a-tetrahydroisoindoline (Ex. 13), 0.46 g of platinum oxide and 100 mL of methanol were hydrogenated at 50 p.s.i. for 1 h. The catalyst was removed by filtration through celite and the filtrate was evaporated to give 0.41 g of the title compound as a clear oil. The reactants are ClC1=C(C(=C(C=C1OC)OC)C)NC1=NC=NC=C1C1=NC=NC(=C1)N (N4′-(2-Chloro-3,5-dimethoxy-6-methyl-phenyl)-[4,5′]bipyrimidinyl-6,4′-diamine), NC=1N=CC2=C(C=NC=N2)N1 (aminopyrimidopyrimidine). The product is ClC1=C(C(=C(C=C1OC)OC)C)NC1=NC=NC=C1C1=NC=NC(=C1)NC1=NC=C(C=C1)CN1CCOCC1 (N4′-(2-Chloro-3,5-dimethoxy-6-methyl-phenyl)-N6-(5-morpholin-4-ylmethyl-pyridin-2-yl)-[4,5′]bipyrimidinyl-6,4′-diamine). RXN SMILES: [Cl:1][C:2]1[C:7]([O:8][CH3:9])=[CH:6][C:5]([O:10][CH3:11])=[C:4]([CH3:12])[C:3]=1[NH:13][C:14]1[C:19]([C:20]2[CH:25]=[C:24]([NH2:26])[N:23]=[CH:22][N:21]=2)=[CH:18][N:17]=[CH:16][N:15]=1.NC1N=C[C:31]2[N:36]=[CH:35][N:34]=[CH:33][C:32]=2N=1>>[Cl:1][C:2]1[C:7]([O:8][CH3:9])=[CH:6][C:5]([O:10][CH3:11])=[C:4]([CH3:12])[C:3]=1[NH:13][C:14]1[C:19]([C:20]2[CH:25]=[C:24]([NH:26][C:2]3[CH:3]=[CH:4][C:32]([CH2:31][N:36]4[CH2:35][CH2:9][O:8][CH2:7][CH2:6]4)=[CH:33][N:34]=3)[N:23]=[CH:22][N:21]=2)=[CH:18][N:17]=[CH:16][N:15]=1. Reported procedure: Compound 32 is carried out the same reaction as in Scheme 1 for compound 10 to afford N4′-(2-Chloro-3,5-dimethoxy-6-methyl-phenyl)-N6-(5-morpholin-4-ylmethyl-pyridin-2-yl)-[4,5′]bipyrimidinyl-6,4′-diamine as final product.